Dataset: the Open Reaction Database (ORD), a public repository of structured organic reaction records. Task: describe an organic reaction: reactants, conditions, products, and yield Reactants: crude product, O.[F-].C(C)[N+](CC)(CC)CC (tetraethylammonium fluoride hydrate), C(C)N(C(C1=CC=C(C=C1)C(C1=CC(=CC=C1)O[Si](C)(C)C(C)(C)C)Cl)=O)CC (N,N-diethyl-4-(3-(tert-butyldimethylsilyloxy)-α-chlorobenzyl) benzamide), C[C@H]1NC[C@H](NC1)C ((-)-(2R,5R)-2,5-dimethylpiperazine), N[C@H](C)C(=O)N[C@H](C)C(=O)O.O=C1C(NCCN1)=O (D-Ala-D-Ala diketopiperazine). Solvent: C(C)#N (acetonitrile). Reaction conditions: time 8 hour. Yields the product C(C)N(C(C1=CC=C(C=C1)C(C1=CC(=CC=C1)O)N1[C@@H](CN[C@@H](C1)C)C)=O)CC (N,N-diethyl-4-(3-hydroxy-α-((2R, 5R)-2,5-dimethyl-1-piperazinyl)benzyl)-benzamide). Isolated yield 75.2%. As a reaction SMILES: [CH2:1]([N:3]([CH2:28][CH3:29])[C:4](=[O:27])[C:5]1[CH:10]=[CH:9][C:8]([CH:11](Cl)[C:12]2[CH:17]=[CH:16][CH:15]=[C:14]([O:18][Si](C(C)(C)C)(C)C)[CH:13]=2)=[CH:7][CH:6]=1)[CH3:2].[CH3:30][C@@H:31]1[CH2:36][NH:35][C@H:34]([CH3:37])[CH2:33][NH:32]1.N[C@@H](C(N[C@@H](C(O)=O)C)=O)C.O=C1NCCNC1=O.O.[F-].C([N+](CC)(CC)CC)C>C(#N)C>[CH2:28]([N:3]([CH2:1][CH3:2])[C:4](=[O:27])[C:5]1[CH:10]=[CH:9][C:8]([CH:11]([N:32]2[CH2:33][C@@H:34]([CH3:37])[NH:35][CH2:36][C@H:31]2[CH3:30])[C:12]2[CH:17]=[CH:16][CH:15]=[C:14]([OH:18])[CH:13]=2)=[CH:7][CH:6]=1)[CH3:29] |f:2.3,4.5.6|. Procedure details: The procedure described in Example 12 was followed with 11.62 g (27 mmol) of N,N-diethyl-4-(3-(tert-butyldimethylsilyloxy)-α-chlorobenzyl) benzamide, prepared as in Example 11, and 9.42 g (82 mmol) of (-)-(2R,5R)-2,5-dimethylpiperazine, prepared from D-Ala-D-Ala-diketopiperazine (Bachem Chemicals, Philadelphia, Pa.) as described by Jung and Rohloff (J. Org. Chem. 50, 4909-13(1985)). The crude product was dissolved in 100 mL of acetonitrile and 8.07 g (40 mmol) of tetraethylammonium fluoride hydr... The reactants are C(C1=CC=CC=C1)(C1=CC=CC=C1)(C1=CC=CC=C1)NC=1SC=C(N1)C(C(=O)O)=NOCCN=[N+]=[N-] (2-(2-tritylamino-4-thiazolyl)-2-(2-azidoethoxyimino)-acetic acid), ON1N=NC2=C1C=CC=C2 (1-hydroxy-1H-benzotriazol), C1(CCCCC1)N=C=NC1CCCCC1 (dicyclohexylcarbodiimide). The solvent is C(Cl)Cl (methylene chloride). Conditions: time 20 hour. Product: C(C1=CC=CC=C1)(C1=CC=CC=C1)(C1=CC=CC=C1)NC=1SC=C(N1)C(C(=O)O)=NOCCN=[N+]=[N-].ON1N=NC2=C1C=CC=C2 (1-hydroxy-1H-benzotriazole 2-(2-tritylamino-4-thiazolyl)-2-(2-azidoethoxyimino)-acetate). The yield is 58.4%. Reaction SMILES: [C:1]([NH:20][C:21]1[S:22][CH:23]=[C:24]([C:26](=[N:30][O:31][CH2:32][CH2:33][N:34]=[N+:35]=[N-:36])[C:27]([OH:29])=[O:28])[N:25]=1)([C:14]1[CH:19]=[CH:18][CH:17]=[CH:16][CH:15]=1)([C:8]1[CH:13]=[CH:12][CH:11]=[CH:10][CH:9]=1)[C:2]1[CH:7]=[CH:6][CH:5]=[CH:4][CH:3]=1.[OH:37][N:38]1[C:42]2[CH:43]=[CH:44][CH:45]=[CH:46][C:41]=2[N:40]=[N:39]1.C1(N=C=NC2CCCCC2)CCCCC1>C(Cl)Cl>[C:1]([NH:20][C:21]1[S:22][CH:23]=[C:24]([C:26](=[N:30][O:31][CH2:32][CH2:33][N:34]=[N+:35]=[N-:36])[C:27]([OH:29])=[O:28])[N:25]=1)([C:2]1[CH:3]=[CH:4][CH:5]=[CH:6][CH:7]=1)([C:14]1[CH:19]=[CH:18][CH:17]=[CH:16][CH:15]=1)[C:8]1[CH:9]=[CH:10][CH:11]=[CH:12][CH:13]=1.[OH:37][N:38]1[C:42]2[CH:43]=[CH:44][CH:45]=[CH:46][C:41]=2[N:40]=[N:39]1 |f:4.5|. Reported procedure: A mixture of 9.84 g of the product of Step B, 2.93 g of 1-hydroxy-1H-benzotriazol, 4.88 g of dicyclohexylcarbodiimide and 130 ml of anhydrous methylene chloride was stirred for 20 hours at room temperature and was vacuum filtered to remove dicyclohexylurea. The filtrate was washed with aqueous sodium bicarbonate solution, then with water, was dried and evaporated to dryness under reduced pressure. The residue was taken up in ethyl acetate and after cooling the mixture at 0° C. for 30 minutes, th...